From a dataset of the Open Reaction Database (ORD), a public repository of structured organic reaction records. describe an organic reaction: reactants, conditions, products, and yield Reactants: C(C)(C)C1=NN=C2N1C=C(C=C2)SC2=C(CN)C=CC=C2 (2-(3-Isopropyl-[1,2,4]triazolo[4,3-a]pyridin-6-ylsulfanyl)-benzylamine), N1=CC=CC=C1 (pyridine), C(C)(=O)OC(C)=O (acetic anhydride). The solvent is ClCCl (dichloromethane). Conditions: time 25 minute. Product: C(C)(C)C1=NN=C2N1C=C(C=C2)SC2=C(CNC(C)=O)C=CC=C2 (N-[2-(3-Isopropyl-[1,2,4]triazolo[4,3-a]pyridin-6-ylsulfanyl)-benzyl]-acetamide). The yield is 67.6%. As a reaction SMILES: [CH:1]([C:4]1[N:8]2[CH:9]=[C:10]([S:13][C:14]3[CH:21]=[CH:20][CH:19]=[CH:18][C:15]=3[CH2:16][NH2:17])[CH:11]=[CH:12][C:7]2=[N:6][N:5]=1)([CH3:3])[CH3:2].N1C=CC=CC=1.[C:28](OC(=O)C)(=[O:30])[CH3:29]>ClCCl>[CH:1]([C:4]1[N:8]2[CH:9]=[C:10]([S:13][C:14]3[CH:21]=[CH:20][CH:19]=[CH:18][C:15]=3[CH2:16][NH:17][C:28](=[O:30])[CH3:29])[CH:11]=[CH:12][C:7]2=[N:6][N:5]=1)([CH3:3])[CH3:2]. Procedure details: To a solution of 2-(3-Isopropyl-[1,2,4]triazolo[4,3-a]pyridin-6-ylsulfanyl)-benzylamine (30 mg, 0.1 mmol) in dichloromethane (400 μL) was added pyridine (16 μL, 0.2 mmol) and acetic anhydride (9 μL, 0.1 mmol) and the reaction stirred for 25 minutes at ambient temperature. The reaction was concentrated in vacuo to an oily residue. The residue was purified by flash chromatography (eluting with 10% methanol/ethyl acetate), followed by trituration with diethyl ether to yield the title compound as a ...